From a dataset of the Open Reaction Database (ORD), a public repository of structured organic reaction records. describe an organic reaction: reactants, conditions, products, and yield Starting materials: N1=CC(=CC=C1)CC(=O)OCC (ethyl 3-pyridinylacetate), [Na] (Sodium), C1(CCCC1)N1N=C(C(=C1N)C(=O)N)CC (1-cyclopentyl-3-ethyl-5-amino-1H-pyrazole-4-carboxamide), N1=CC(=CC=C1)CC(=O)[O-] (3-pyridinylacetate). Run in C(C)(=O)O (acetic acid), C(C)O (ethanol), O (water), C(C)O (ethanol). Run at time 8 hour. Yields the product C1(CCCC1)N1NC(=C2C1=NC(=NC2=O)CC=2C=NC=CC2)CC (1-cyclopentyl-3-ethyl-6-[3-pyridinylmethyl]pyrazolo[3,4-d]pyrimidin-4-one). Isolated yield 56.0%. Reaction SMILES: [Na].[CH:2]1([N:7]2[C:11]([NH2:12])=[C:10]([C:13]([NH2:15])=[O:14])[C:9]([CH2:16][CH3:17])=[N:8]2)[CH2:6][CH2:5][CH2:4][CH2:3]1.[N:18]1[CH:23]=[CH:22][CH:21]=[C:20]([CH2:24][C:25](OCC)=O)[CH:19]=1.N1C=CC=C(CC([O-])=O)C=1>C(O)C.O.C(O)(=O)C>[CH:2]1([N:7]2[C:11]3=[N:12][C:25]([CH2:24][C:20]4[CH:19]=[N:18][CH:23]=[CH:22][CH:21]=4)=[N:15][C:13](=[O:14])[C:10]3=[C:9]([CH2:16][CH3:17])[NH:8]2)[CH2:3][CH2:4][CH2:5][CH2:6]1 |^1:0|. Procedure: Sodium (0.11 g) was dissolved in ethanol and then 1-cyclopentyl-3-ethyl-5-amino-1H-pyrazole-4-carboxamide (0.49 g, 2.21 mmol) was added, followed 10 minutes later by ethyl 3-pyridinylacetate (0.73 g) in ethanol (2 mL) . The reaction mixture was refluxed overnight, additional 3-pyridinylacetate (0.35 g) was added and the reaction mixture was again refluxed overnight. The reaction mixture was cooled to room temperature, the solvent was stripped and the residue was dissolved in water and treated wi...